describe an organic reaction: reactants, conditions, products, and yield From a dataset of the Open Reaction Database (ORD), a public repository of structured organic reaction records. The reactants are NC=1N(C2=NC(=CC=C2C(C1C(=O)NC)=O)Cl)CC (2-amino-7-chloro-1-ethyl-N-methyl-4-oxo-1,4-dihydro[1,8]naphthyridine-3-carboxamide), C1(CCCC1)C(C#C)O ((±)-1-cyclopentylprop-2-yn-1-ol). The reagents and catalysts are [Cu]I (CuI), C1=CC=C(C=C1)P(C2=CC=CC=C2)C3=CC=CC=C3.C1=CC=C(C=C1)P(C2=CC=CC=C2)C3=CC=CC=C3.Cl[Pd]Cl (bis(triphenylphosphine) palladium(II)dichloride). The solvent is CN(C=O)C.C(C)N(CC)CC (dimethylformamide triethylamine). Yields the product NC=1N(C2=NC(=CC=C2C(C1C(=O)NC)=O)C#CC(O)C1CCCC1)CC ((±)-2-Amino-7-(3-cyclopentyl-3-hydroxyprop-1-yn-1-yl)-1-ethyl-N-methyl-4-oxo-1,4-dihydro-1,8-naphthyridine-3-carboxamide). As a reaction SMILES: [NH2:1][C:2]1[N:3]([CH2:18][CH3:19])[C:4]2[C:9]([C:10](=[O:16])[C:11]=1[C:12]([NH:14][CH3:15])=[O:13])=[CH:8][CH:7]=[C:6](Cl)[N:5]=2.[CH:20]1([CH:25]([OH:28])[C:26]#[CH:27])[CH2:24][CH2:23][CH2:22][CH2:21]1>CN(C)C=O.C(N(CC)CC)C.[Cu]I.C1C=CC(P(C2C=CC=CC=2)C2C=CC=CC=2)=CC=1.C1C=CC(P(C2C=CC=CC=2)C2C=CC=CC=2)=CC=1.Cl[Pd]Cl>[NH2:1][C:2]1[N:3]([CH2:18][CH3:19])[C:4]2[C:9]([C:10](=[O:16])[C:11]=1[C:12]([NH:14][CH3:15])=[O:13])=[CH:8][CH:7]=[C:6]([C:27]#[C:26][CH:25]([CH:20]1[CH2:24][CH2:23][CH2:22][CH2:21]1)[OH:28])[N:5]=2 |f:2.3,5.6.7|. Procedure: A suspension of 1 g (3.56 mmol) of 2-amino-7-chloro-1-ethyl-N-methyl-4-oxo-1,4-dihydro[1,8]naphthyridine-3-carboxamide in 25 ml of a dimethylformamide/triethylamine mixture (V/V; 2.5/1) is placed in a 10 ml microwave tube. This suspension is sparged with argon for 10 minutes and then 0.931 g (7.5 mmol) of (±)-1-cyclopentylprop-2-yn-1-ol, 0.068 g of CuI (0.36 mmol) and 0.125 g of bis(triphenylphosphine) palladium(II)dichloride (0.18 mmol) are successively added. Reactants: CCN(C(C)C)C(C)C (DIEA), FC=1C=C2C=C(C=NC2=CC1)C(=O)O (6-fluoroquinoline-3-carboxylic acid), C(CC)P1(OP(OP(O1)(CCC)=O)(CCC)=O)=O (2,4,6-tripropyl-1,3,5,2,4,6-trioxatriphosphorinane-2,4,6-trioxide), CC1=CC(=NC(=C1)NC1=NC=CC(=C1)C(F)(F)F)C=1C=NC(=CC1)NC1CCNCC1 (4-Methyl-N6′-(piperidin-4-yl)-N6-(4-(trifluoromethyl)pyridin-2-yl)-2,3′-bipyridine-6,6′-diamine). Solvent: CN(C)C=O (DMF), CS(=O)C (DMSO). Reaction conditions: temperature 40 celsius, time 16 hour. Product: FC=1C=C2C=C(C=NC2=CC1)C(=O)N1CCC(CC1)NC1=CC=C(C=N1)C1=NC(=CC(=C1)C)NC1=NC=CC(=C1)C(F)(F)F ((6-fluoroquinolin-3-yl)(4-(4-methyl-6-(4-(trifluoromethyl)pyridin-2-ylamino)-2,3′-bipyridin-6′-ylamino)piperidin-1-yl)methanone). Reaction SMILES: [CH3:1][C:2]1[CH:7]=[C:6]([NH:8][C:9]2[CH:14]=[C:13]([C:15]([F:18])([F:17])[F:16])[CH:12]=[CH:11][N:10]=2)[N:5]=[C:4]([C:19]2[CH:20]=[N:21][C:22]([NH:25][CH:26]3[CH2:31][CH2:30][NH:29][CH2:28][CH2:27]3)=[CH:23][CH:24]=2)[CH:3]=1.CCN(C(C)C)C(C)C.[F:41][C:42]1[CH:43]=[C:44]2[C:49](=[CH:50][CH:51]=1)[N:48]=[CH:47][C:46]([C:52](O)=[O:53])=[CH:45]2.C(P1(=O)OP(=O)(CCC)OP(=O)(CCC)O1)CC>CN(C=O)C.CS(C)=O>[F:41][C:42]1[CH:43]=[C:44]2[C:49](=[CH:50][CH:51]=1)[N:48]=[CH:47][C:46]([C:52]([N:29]1[CH2:30][CH2:31][CH:26]([NH:25][C:22]3[N:21]=[CH:20][C:19]([C:4]4[CH:3]=[C:2]([CH3:1])[CH:7]=[C:6]([NH:8][C:9]5[CH:14]=[C:13]([C:15]([F:17])([F:18])[F:16])[CH:12]=[CH:11][N:10]=5)[N:5]=4)=[CH:24][CH:23]=3)[CH2:27][CH2:28]1)=[O:53])=[CH:45]2. Procedure details: 4-Methyl-N6′-(piperidin-4-yl)-N6-(4-(trifluoromethyl)pyridin-2-yl)-2,3′-bipyridine-6,6′-diamine (30 mg, 0.07 mmol) was dissolved in DMF (500 μL). The solution was then treated with DIEA (24 μL, 0.14 mmol), 6-fluoroquinoline-3-carboxylic acid (20 mg. 0.11 mmol), and 2,4,6-tripropyl-1,3,5,2,4,6-trioxatriphosphorinane-2,4,6-trioxide (42 μL, 0.07 mmol). The reaction was warmed to 40° C. and stirred for 16 hours. The reaction was allowed to cool to room temperature: The mixture was diluted with DMSO ... Reactants: [Br-], O=C([O-])[O-], CCCCCc1ccc(OB(O)O)cc1, CCCC[N+](CCCC)(CCCC)CCCC, Cc1ccccc1, Cc1cc(F)c(F)c(I)c1, [K+], [K+]. The product is CCCCCc1ccc(-c2cc(C)cc(F)c2F)cc1. RXN SMILES: [Br-:32].[C:1](=[O:2])([O-:3])[O-:4].[CH2:17]([CH2:18][CH2:19][CH2:20][CH3:21])[c:22]1[cH:23][cH:24][c:25]([O:28][B:29]([OH:30])[OH:31])[cH:26][cH:27]1.[CH2:33]([N+:34]([CH2:35][CH2:36][CH2:37][CH3:38])([CH2:39][CH2:40][CH2:41][CH3:42])[CH2:43][CH2:44][CH2:45][CH3:46])[CH2:47][CH2:48][CH3:49].[CH3:50][c:51]1[cH:52][cH:53][cH:54][cH:55][cH:56]1.[I:7][c:8]1[cH:9][c:10]([CH3:16])[cH:11][c:12]([F:15])[c:13]1[F:14].[K+:5].[K+:6]>>[c:8]1(-[c:25]2[cH:24][cH:23][c:22]([CH2:17][CH2:18][CH2:19][CH2:20][CH3:21])[cH:27][cH:26]2)[cH:9][c:10]([CH3:16])[cH:11][c:12]([F:15])[c:13]1[F:14]. The reactants are CC1=CC=C(C=C1)C1=NC2=CC=CC=C2C(=N1)C(=O)O (2-(4-methylphenyl)quinazoline-4-carboxylic acid), Cl.COC1=C2CCNCC2=CC=C1OC (5,6-dimethoxy-1,2,3,4-tetrahydroisoquinoline hydrochloride). Yields the product CC1=CC=C(C=C1)C1=NC2=CC=CC=C2C(=N1)C(=O)N1CC2=CC=C(C(=C2CC1)OC)OC (2-[[2-(4-methylphenyl)quinazolin-4-yl]carbonyl]-5,6-dimethoxy-1,2,3,4-tetrahydroisoquinoline). The yield is 17.0%. Reaction SMILES: [CH3:1][C:2]1[CH:7]=[CH:6][C:5]([C:8]2[N:17]=[C:16]([C:18]([OH:20])=O)[C:15]3[C:10](=[CH:11][CH:12]=[CH:13][CH:14]=3)[N:9]=2)=[CH:4][CH:3]=1.Cl.[CH3:22][O:23][C:24]1[C:33]([O:34][CH3:35])=[CH:32][CH:31]=[C:30]2[C:25]=1[CH2:26][CH2:27][NH:28][CH2:29]2>>[CH3:1][C:2]1[CH:7]=[CH:6][C:5]([C:8]2[N:17]=[C:16]([C:18]([N:28]3[CH2:27][CH2:26][C:25]4[C:30](=[CH:31][CH:32]=[C:33]([O:34][CH3:35])[C:24]=4[O:23][CH3:22])[CH2:29]3)=[O:20])[C:15]3[C:10](=[CH:11][CH:12]=[CH:13][CH:14]=3)[N:9]=2)=[CH:4][CH:3]=1 |f:1.2|. Reported procedure: Reaction of 2-(4-methylphenyl)quinazoline-4-carboxylic acid with 5,6-dimethoxy-1,2,3,4-tetrahydroisoquinoline hydrochloride gave compound 14 (17% yield) as a white solid. 1H NMR (300 MHz, DMSO-d6) δ 2.41 (s, 3H), 2.73 and 2.98 (2t, 2H), 3.48 and 4.03 (2t, 2H), 3.69 and 3.75 (2s, 3H), 3.76 and 3.82 (2s, 3H), 4.41 and 4.93 (2s, 2H), 6.62 and 7.01 (2d, 1H), 6.80 and 7.08 (2d, 1H), 7.37-7.41 (m, 2H), 7.67-7.77 (m, 1H), 7.86-7.98 (2d, 1H), 8.04-8.16 (m, 2H), 8.40-8.43 (m, 2H); MS (ESI) m/z 440 ([M+H]... Starting materials: C(=O)(O)CN1N=NN=C1S (1-carboxymethyltetrazole-5-thiol), CC(=O)OCC1=C(N2[C@@H]([C@@H](C2=O)N)SC1)C(=O)O (7-aminocephalosporanic acid). The product is NC1[C@@H]2N(C(=C(CS2)C(CC(=O)O)SC2=NN=NN2)C(=O)O)C1=O (7-Amino-3-(1-carboxymethyltetrazol-5-ylthiomethyl)-3-cephem-4-carboxylic acid). RXN SMILES: C(C[N:5]1[C:9]([SH:10])=[N:8][N:7]=[N:6]1)(O)=O.CC(O[CH2:15][C:16]1[CH2:25][S:24][C@@H:19]2[C@H:20]([NH2:23])[C:21](=[O:22])[N:18]2[C:17]=1[C:26]([OH:28])=[O:27])=O>>[NH2:23][CH:20]1[C:21](=[O:22])[N:18]2[C:17]([C:26]([OH:28])=[O:27])=[C:16]([CH:15]([S:10][C:9]3[NH:5][N:6]=[N:7][N:8]=3)[CH2:17][C:26]([OH:28])=[O:27])[CH2:25][S:24][C@H:19]12. Reported procedure: 7-Amino-3-(1-carboxymethyltetrazol-5-ylthiomethyl)-3-cephem-4-carboxylic acid was prepared as described in Example 17 from reaction of 1-carboxymethyltetrazole-5-thiol and 7-aminocephalosporanic acid. The reactants are 6,6-disubstituted tetrahydropteridines, [C-]#N (cyanide), CC1=NC=2C(NC(=NC2NC1)N)=O (6-methyl-7,8-dihydropterin). Product: C(#N)C1(NC=2C(NC(=NC2NC1)N)=O)C (6-cyano-6-methyltetrahydropterin). RXN SMILES: [C-:1]#[N:2].[CH3:3][C:4]1[CH2:13][NH:12][C:11]2[N:10]=[C:9]([NH2:14])[NH:8][C:7](=[O:15])[C:6]=2[N:5]=1>>[C:1]([C:4]1([CH3:3])[CH2:13][NH:12][C:11]2[N:10]=[C:9]([NH2:14])[NH:8][C:7](=[O:15])[C:6]=2[NH:5]1)#[N:2]. Procedure: The first synthesis of 6,6-disubstituted tetrahydropteridines utilized nucleophilic addition of cyanide across the 7,8 double bond of 6-methyl-7,8-dihydropterin, yielding 6-cyano-6-methyltetrahydropterin (Viscontini et al., Helv. Chim. Acta, 54, 811-818 (1971)). After a number of intermediate steps, the nitrile was reduced and the final compound, 6-aminomethyl-6-methyl-5,6,7,8-tetrahydropterin, was obtained. This molecule proved to be less stable than expected, since upon oxidation the resulting... The reactants are CCCCCCCCCCCC, CNC=O, NC1CCCCC1N, [Cu]I, O=C(NCc1ccccc1)c1ccc(I)cc1, [K+], [K+], [K+], C1COCCO1, O=P([O-])([O-])[O-]. Yields the product CN(C=O)c1ccc(C(=O)NCc2ccccc2)cc1. RXN SMILES: [CH3:34][CH2:35][CH2:36][CH2:37][CH2:38][CH2:39][CH2:40][CH2:41][CH2:42][CH2:43][CH2:44][CH3:45].[CH3:46][NH:47][CH:48]=[O:49].[CH:26]1([NH2:27])[CH2:28][CH2:29][CH2:30][CH2:31][CH:32]1[NH2:33].[Cu:50][I:51].[I:1][c:2]1[cH:3][cH:4][c:5]([C:6](=[O:7])[NH:8][CH2:9][c:10]2[cH:11][cH:12][cH:13][cH:14][cH:15]2)[cH:16][cH:17]1.[K+:23].[K+:24].[K+:25].[O:52]1[CH2:53][CH2:54][O:55][CH2:56][CH2:57]1.[P:18]([O-:19])([O-:20])([O-:21])=[O:22]>>[c:2]1([N:47]([CH3:46])[CH:48]=[O:49])[cH:3][cH:4][c:5]([C:6](=[O:7])[NH:8][CH2:9][c:10]2[cH:11][cH:12][cH:13][cH:14][cH:15]2)[cH:16][cH:17]1. Starting materials: CC(=O)OC(C)=O, O=NN1CC([N+](=O)[O-])([N+](=O)[O-])CNCC([N+](=O)[O-])([N+](=O)[O-])C1, O=[N+]([O-])O. Yields the product O=NN1CC([N+](=O)[O-])([N+](=O)[O-])CN([N+](=O)[O-])CC([N+](=O)[O-])([N+](=O)[O-])C1. RXN SMILES: [CH3:1][C:2]([O:3][C:4](=[O:5])[CH3:6])=[O:7].[N+:12](=[O:13])([O-:14])[C:15]1([N+:31](=[O:32])[O-:33])[CH2:16][N:17]([N:29]=[O:30])[CH2:18][C:19]([N+:23](=[O:24])[O-:25])([N+:26](=[O:27])[O-:28])[CH2:20][NH:21][CH2:22]1.[OH:8][N+:9]([O-:10])=[O:11]>>[O:8]=[N+:9]([O-:10])[N:21]1[CH2:20][C:19]([N+:23](=[O:24])[O-:25])([N+:26](=[O:27])[O-:28])[CH2:18][N:17]([N:29]=[O:30])[CH2:16][C:15]([N+:12](=[O:13])[O-:14])([N+:31](=[O:32])[O-:33])[CH2:22]1. Starting materials: [Si](C)(C)(C(C)(C)C)O[C@@H]1C[C@H](N(C1)C(=O)OC(C)(C)C)C ((2R,4R)-4-(tert-butyldimethylsilyloxy)-1-(tert-butoxycarbonyl)-2-methylpyrrolidine), [F-].C(CCC)[N+](CCCC)(CCCC)CCCC (tetrabutylammonium fluoride). Run in O1CCCC1 (tetrahydrofuran). Yields the product C(C)(C)(C)OC(=O)N1[C@@H](C[C@H](C1)O)C ((2R,4R)-1-(tert-butoxycarbonyl)-4-hydroxy-2-methylpyrrolidine). Yield: 78.8%. As a reaction SMILES: [Si]([O:8][C@H:9]1[CH2:13][N:12]([C:14]([O:16][C:17]([CH3:20])([CH3:19])[CH3:18])=[O:15])[C@H:11]([CH3:21])[CH2:10]1)(C(C)(C)C)(C)C.[F-].C([N+](CCCC)(CCCC)CCCC)CCC>O1CCCC1>[C:17]([O:16][C:14]([N:12]1[CH2:13][C@H:9]([OH:8])[CH2:10][C@H:11]1[CH3:21])=[O:15])([CH3:20])([CH3:18])[CH3:19] |f:1.2|. Reported procedure: A solution of (2R,4R)-4-(tert-butyldimethylsilyloxy)-1-(tert-butoxycarbonyl)-2-methylpyrrolidine (3.9 g) and tetrabutylammonium fluoride (1 Mol-tetrahydrofuran solution, 12.4 ml) in tetrahydrofuran (40 ml) was stirred at 0° C. for one hour. The reaction mixture was extracted with ethyl acetate, the organic layer was separated, washed with brine, and dried over magnesium sulfate. Evaporation of the solvent gave an oil, which was chromatographed on silica gel (200 ml) eluting with a mixture of hex... Reactants: C(\C=C\C(=O)O)(=O)O (fumaric acid), ClC1=NC2=C(N1CCOCC#C)C=CC=C2 (2-chloro-1-[2-(propargyloxy)ethyl]-benzimidazole), CN1CCNCCC1 (N-methylhomopiperazine), [OH-].[Na+] (sodium hydroxide). Solvent: C(C)O (ethanol), C(C)O (ethanol). Run at temperature 120 celsius, time 5 hour. Product: C(\C=C\C(=O)O)(=O)O.C(\C=C\C(=O)O)(=O)O.C(C#C)OCCN1C(=NC2=C1C=CC=C2)N2CCN(CCC2)C (1-[2-(propargyloxy)ethyl]-2-(4-methyl-1-homopiperazinyl)benzimidazole difumarate). The yield is 60.8%. Reaction SMILES: Cl[C:2]1[N:6]([CH2:7][CH2:8][O:9][CH2:10][C:11]#[CH:12])[C:5]2[CH:13]=[CH:14][CH:15]=[CH:16][C:4]=2[N:3]=1.[CH3:17][N:18]1[CH2:24][CH2:23][CH2:22][NH:21][CH2:20][CH2:19]1.[OH-].[Na+].[C:27]([OH:34])(=[O:33])/[CH:28]=[CH:29]/[C:30]([OH:32])=[O:31]>C(O)C>[C:27]([OH:34])(=[O:33])/[CH:28]=[CH:29]/[C:30]([OH:32])=[O:31].[C:27]([OH:34])(=[O:33])/[CH:28]=[CH:29]/[C:30]([OH:32])=[O:31].[CH2:10]([O:9][CH2:8][CH2:7][N:6]1[C:5]2[CH:13]=[CH:14][CH:15]=[CH:16][C:4]=2[N:3]=[C:2]1[N:21]1[CH2:22][CH2:23][CH2:24][N:18]([CH3:17])[CH2:19][CH2:20]1)[C:11]#[CH:12] |f:2.3,6.7.8|. Procedure details: A mixture of 2-chloro-1-[2-(propargyloxy)ethyl]-benzimidazole (3.70 g) and N-methylhomopiperazine (9.00 g) is stirred at 120° C. for 5 hours. A 5% aqueous sodium hydroxide (50 ml) is added to the reaction mixture, and the mixture is extracted with ethyl acetate. The extract is washed with water, dried over anhydrous magnesium sulfate and then concentrated. The residue is dissolved in a small amount of chloroform and subjected to column chromatography using silica gel (60 g), and then eluted with...